Dataset: the Open Reaction Database (ORD), a public repository of structured organic reaction records. Task: describe an organic reaction: reactants, conditions, products, and yield Solvent: C(C)(=O)O (acetic acid). Reactants: FC(C1=NC=2N(N=C1)C=CN2)(F)F (3-trifluoromethylimidazo[1,2-b][1,2,4]triazine), C(C)(=O)[O-].[Na+] (sodium acetate), BrBr (bromine). Reaction SMILES: [F:1][C:2]([F:13])([F:12])[C:3]1[CH:8]=[N:7][N:6]2[CH:9]=[CH:10][N:11]=[C:5]2[N:4]=1.C([O-])(=O)C.[Na+].[Br:19]Br>C(O)(=O)C>[Br:19][C:9]1[N:6]2[N:7]=[CH:8][C:3]([C:2]([F:1])([F:12])[F:13])=[N:4][C:5]2=[N:11][CH:10]=1 |f:1.2|. Isolated yield 65.8%. Procedure details: To a solution of 3-trifluoromethylimidazo[1,2-b][1,2,4]triazine (0.2211 g, 1.18 mmol) in acetic acid (6 ml) was added sodium acetate (0.1470 g, 1.79 mmol), then bromine (90.8 μl, 1.76 mmol). The solution was stirred at room temperature for 6 h, then partitioned between saturated aqueous NaHCO3 (100 ml) and ethyl acetate (100 ml). The aqueous layer (pH 9) was further extracted with ethyl acetate (100 ml), and the combined organic extracts were dried (Na2SO4) and evaporated in vacuo. The residue w... Yields the product BrC1=CN=C2N1N=CC(=N2)C(F)(F)F (7-Bromo-3-trifluoromethylimidazo[1,2-b][1,2,4]triazine). Reaction conditions: time 6 hour. The reactants are CCOCC, Cl, O=C1CC2CCC(C1)N2CC(F)(F)F, N#C[K], [O-]Cl, O. Yields the product N#CC1(O)CC2CCC(C1)N2CC(F)(F)F. Reaction SMILES: [CH3:22][CH2:23][O:24][CH2:25][CH3:26].[ClH:17].[F:3][C:4]([CH2:5][N:6]1[CH:7]2[CH2:8][C:9](=[O:14])[CH2:10][CH:11]1[CH2:12][CH2:13]2)([F:15])[F:16].[K:18][C:19]#[N:20].[O-:1][Cl:2].[OH2:21]>>[F:3][C:4]([CH2:5][N:6]1[CH:7]2[CH2:8][C:9]([OH:14])([C:19]#[N:20])[CH2:10][CH:11]1[CH2:12][CH2:13]2)([F:15])[F:16]. The reactants are C1(CC1)S(=O)(=O)C1=CC=C(C=C1)[N+](=O)[O-] (1-cyclopropanesulphonyl-4-nitrobenzene). Reagents/catalysts: [Ni] (Raney nickel). Solvent: C(C)O (ethanol), C1CCOC1 (THF). Yields the product C1(CC1)S(=O)(=O)C1=CC=C(C=C1)N (4-Cyclopropanesulphonylphenylamine). The yield is 92.0%. As a reaction SMILES: [CH:1]1([S:4]([C:7]2[CH:12]=[CH:11][C:10]([N+:13]([O-])=O)=[CH:9][CH:8]=2)(=[O:6])=[O:5])[CH2:3][CH2:2]1>C(O)C.C1COCC1.[Ni]>[CH:1]1([S:4]([C:7]2[CH:12]=[CH:11][C:10]([NH2:13])=[CH:9][CH:8]=2)(=[O:6])=[O:5])[CH2:3][CH2:2]1. Procedure: A solution of 1.60 g (7.0 mmol) of 1-cyclopropanesulphonyl-4-nitrobenzene in 50 ml of ethanol and 50 ml of THF was admixed with 3.2 g of Raney nickel (50% moisture) and hydrogenated for 1.5 hours under atmospheric pressure at 0° C. The mixture was filtered and concentrated by evaporation. This gave 1.28 g (6.5 mmol; yield: 92%) of the product. Reactants: ClC1=C/C(/NC2=CC=CC=C12)=C/1\C(=NNC1=O)C1CCCCC1 ((Z)-4-(4-chloroquinolin-2(1H)-ylidene)-3-cyclohexyl-1H-pyrazol-5(4H)-one), C(C)(=O)NC1=CC=C(C=C1)S (4-acetamidothiophenol), C26H26N4O2S, C1(CCCCC1)C1=NNC(C1)=O (3-cyclohexyl-1H-pyrazol-5(4H)-one), ClC1=CC=[N+](C2=CC=CC=C12)[O-] (4-chloroquinoline N-oxide). The solvent is C(C)O (ethanol), C(C)(=O)OC(C)=O (acetic anhydride). Run at temperature 180 celsius. Yields the product C1(CCCCC1)C/1=NNC(\C1=C\1/NC2=CC=CC=C2C(=C1)SC1=CC=C(C=C1)NC(C)=O)=O ((Z)—N-(4-(2-(3-cyclohexyl-5-oxo-1H-pyrazol-4(5H)-ylidene)-1,2-dihydroquinolin-4-ylthio)phenyl)acetamide). As a reaction SMILES: C1(C2CC(=O)NN=2)CCCCC1.ClC1C2C(=CC=CC=2)[N+]([O-])=CC=1.Cl[C:26]1[C:35]2[C:30](=[CH:31][CH:32]=[CH:33][CH:34]=2)[NH:29]/[C:28](=[C:36]2/[C:37]([CH:42]3[CH2:47][CH2:46][CH2:45][CH2:44][CH2:43]3)=[N:38][NH:39][C:40]/2=[O:41])/[CH:27]=1.[C:48]([NH:51][C:52]1[CH:57]=[CH:56][C:55]([SH:58])=[CH:54][CH:53]=1)(=[O:50])[CH3:49]>C(OC(=O)C)(=O)C.C(O)C>[CH:42]1([C:37]2=[N:38][NH:39][C:40](=[O:41])/[C:36]/2=[C:28]2\[NH:29][C:30]3[C:35]([C:26]([S:58][C:55]4[CH:54]=[CH:53][C:52]([NH:51][C:48](=[O:50])[CH3:49])=[CH:57][CH:56]=4)=[CH:27]\2)=[CH:34][CH:33]=[CH:32][CH:31]=3)[CH2:47][CH2:46][CH2:45][CH2:44][CH2:43]1. Procedure details: 3-Cyclohexyl-3-oxo-propionic acid ethyl ester (0.5 g, 2.52 mmol) was stirred in ethanol and acetic acid (10:1, 2:0.2 mL), and treated with hydrazine (0.095 mL, 3.03 mmol). After 18 hrs, the resulting solid was filtered off and washed with a minimum amount of ethanol to yield 3-cyclohexyl-1H-pyrazol-5(4H)-one. Then, the 3-cyclohexyl-1H-pyrazol-5(4H)-one (0.2 g, 1.23 mmol) and 4-chloroquinoline N-oxide (1.23 mmol) were stirred in acetic anhydride (20 mL) at ambient temperature for 60-90 minutes. T... The reactants are [BH4-].[Na+] (sodium borohydride), C1=CC=CC=2SCC3=C(C(C21)=O)C=CC=C3 (6,11-dihydrodibenzo[b,e]thiepin-11-one). The reagents and catalysts are [OH-].[Na+] (sodium hydroxide). The solvent is C(C)O (ethanol). Run at time 8 hour. The product is C1=CC=CC=2SCC3=C(C(C21)O)C=CC=C3 (6,11-dihydrodibenzo[b,e]thiepin-11-ol). Reaction SMILES: [BH4-].[Na+].[CH:3]1[C:13]2[C:12](=[O:14])[C:11]3[CH:15]=[CH:16][CH:17]=[CH:18][C:10]=3[CH2:9][S:8][C:7]=2[CH:6]=[CH:5][CH:4]=1>C(O)C.[OH-].[Na+]>[CH:3]1[C:13]2[CH:12]([OH:14])[C:11]3[CH:15]=[CH:16][CH:17]=[CH:18][C:10]=3[CH2:9][S:8][C:7]=2[CH:6]=[CH:5][CH:4]=1 |f:0.1,4.5|. Reported procedure: In a similar manner, 0.5 gram (13 millimoles) of sodium borohydride was added to a solution of 2.26 grams (13 millimoles) of 6,11-dihydrodibenzo[b,e]thiepin-11-one in 50 milliliters of ethanol to which a few drops of 40 percent sodium hydroxide had been added and the mixture stirred at room temperature overnight to obtain 6,11-dihydrodibenzo[b,e]thiepin-11-ol intermediate in the reaction mixture. Thereafter, in the manner previously described, the thiepinol intermediate was recovered by adding w...